Dataset: the Open Reaction Database (ORD), a public repository of structured organic reaction records. Task: describe an organic reaction: reactants, conditions, products, and yield The reactants are C1CCOC1, [Li]CCCC, CCCCCC, C#CC1CCCC1, N#COc1ccccc1, [Na+], [OH-]. Yields the product N#CC#CC1CCCC1. Reaction SMILES: [CH2:24]1[O:25][CH2:26][CH2:27][CH2:28]1.[CH2:8]([Li:9])[CH2:10][CH2:11][CH3:12].[CH3:29][CH2:30][CH2:31][CH2:32][CH2:33][CH3:34].[CH:1]1([C:6]#[CH:7])[CH2:2][CH2:3][CH2:4][CH2:5]1.[N:13]#[C:14][O:15][c:16]1[cH:17][cH:18][cH:19][cH:20][cH:21]1.[Na+:23].[OH-:22]>>[CH:1]1([C:6]#[C:7][C:14]#[N:13])[CH2:2][CH2:3][CH2:4][CH2:5]1. Starting materials: O=C1CCC(=O)N1Br, CCOC(=O)C=C(C)Oc1ccccc1Cl, ClCCl, CC(C)CC(C)(C#N)N=NC(C)(C#N)CC(C)C, O. Product: CCOC(=O)C=C(CBr)Oc1ccccc1Cl. Reaction SMILES: [Br:17][N:18]1[C:19](=[O:20])[CH2:21][CH2:22][C:23]1=[O:24].[CH2:1]([CH3:2])[O:3][C:4]([CH:5]=[C:6]([CH3:7])[O:8][c:9]1[c:10]([Cl:15])[cH:11][cH:12][cH:13][cH:14]1)=[O:16].[Cl:44][CH2:45][Cl:46].[N:25]([C:26]([CH3:27])([CH2:28][CH:29]([CH3:30])[CH3:31])[C:32]#[N:33])=[N:34][C:35]([CH3:36])([CH2:37][CH:38]([CH3:39])[CH3:40])[C:41]#[N:42].[OH2:43]>>[CH2:1]([CH3:2])[O:3][C:4]([CH:5]=[C:6]([CH2:7][Br:17])[O:8][c:9]1[c:10]([Cl:15])[cH:11][cH:12][cH:13][cH:14]1)=[O:16]. The reactants are CC=1NC=CN1 (2-methylimidazole), ClC=1N=C(C2=C(N1)SC=C2C)NCC2=CC1=C(C=C2)OCCO1 (2-chloro-5-methyl-4-(3,4-ethylendioxybenzylamino)-thieno-[2,3-d]-pyrimidine). The product is CC=1N(C=CN1)C=1N=C(C2=C(N1)SC=C2C)NCC2=CC1=C(C=C2)OCCO1 (2-(2-methylimidazol-1-yl)-5-methyl-4-(3,4-ethylendioxybenzylamino)-thieno-[2,3-d]-pyrimidine). As a reaction SMILES: [CH3:1][C:2]1[NH:3][CH:4]=[CH:5][N:6]=1.Cl[C:8]1[N:9]=[C:10]([NH:18][CH2:19][C:20]2[CH:25]=[CH:24][C:23]3[O:26][CH2:27][CH2:28][O:29][C:22]=3[CH:21]=2)[C:11]2[C:16]([CH3:17])=[CH:15][S:14][C:12]=2[N:13]=1>>[CH3:1][C:2]1[N:3]([C:8]2[N:9]=[C:10]([NH:18][CH2:19][C:20]3[CH:25]=[CH:24][C:23]4[O:26][CH2:27][CH2:28][O:29][C:22]=4[CH:21]=3)[C:11]3[C:16]([CH3:17])=[CH:15][S:14][C:12]=3[N:13]=2)[CH:4]=[CH:5][N:6]=1. Reported procedure: Following the procedure of Example 97, the reaction of 2-methylimidazole with 2-chloro-5-methyl-4-(3,4-ethylendioxybenzylamino)-thieno-[2,3-d]-pyrimidine gives 2-(2-methylimidazol-1-yl)-5-methyl-4-(3,4-ethylendioxybenzylamino)-thieno-[2,3-d]-pyrimidine. Reactants: N1([C@H](C(=O)O)CCC1)C(=O)OCC1=CC=CC=C1 (Z-Pro-OH), C1=CC2=C(N=C1)N(N=N2)O (HOAt), CCN(C(C)C)C(C)C (DIPEA), C(C1=CC=CC=C1)N (benzylamine). Solvent: CN(C)C=O (DMF), C(CCl)Cl (EDC). Run at time 2 hour. Product: C(C1=CC=CC=C1)OC(=O)N1[C@@H](CCC1)C(NCC1=CC=CC=C1)=O ((S)-2-Benzylcarbamoyl-pyrrolidine-1-carboxylic acid benzyl ester). As a reaction SMILES: [N:1]1([C:9]([O:11][CH2:12][C:13]2[CH:18]=[CH:17][CH:16]=[CH:15][CH:14]=2)=[O:10])[CH2:8][CH2:7][CH2:6][C@H:2]1[C:3]([OH:5])=O.C1C=NC2N(O)N=NC=2C=1.CCN(C(C)C)C(C)C.[CH2:38]([NH2:45])[C:39]1[CH:44]=[CH:43][CH:42]=[CH:41][CH:40]=1>CN(C=O)C.C(Cl)CCl>[CH2:12]([O:11][C:9]([N:1]1[CH2:8][CH2:7][CH2:6][C@H:2]1[C:3](=[O:5])[NH:45][CH2:38][C:39]1[CH:44]=[CH:43][CH:42]=[CH:41][CH:40]=1)=[O:10])[C:13]1[CH:18]=[CH:17][CH:16]=[CH:15][CH:14]=1. Reported procedure: To a solution of 5.00 g Z-Pro-OH in 50 ml DMF were added 3.84 g EDC, 2.73 g HOAt, 7.3 ml DIPEA and 2.2 ml benzylamine at 0° C. After stirring for 2 h the reaction mixture was concentrated, the residue was dissolved in dichloromethane and subsequently extracted with aqueous LiCl (4%), 0.1 M HCl and saturated NaHCO3. The crude product obtained after evaporation of the solvent was pure enough for the subsequent transformation. Yield: 7.11 g colorless amorphous solid. The reactants are A2, FC(C(=O)O)(F)F (trifluoroacetic acid), FC1=CC=C(C=C1)C(=O)C(=O)C1=CC=C(C=C1)F (4,4'-difluorobenzil), C1(=C(C=CC=C1)N)N (1,2-phenylenediamine). The solvent is C(Cl)(Cl)Cl (chloroform). Conditions: temperature 50 celsius, time 16 hour. Product: FC1=CC=C(C=C1)C1=NC2=CC=CC=C2N=C1C1=CC=C(C=C1)F (2,3-bis(4-fluorophenyl)quinoxaline). RXN SMILES: [F:1][C:2]1[CH:7]=[CH:6][C:5]([C:8]([C:10]([C:12]2[CH:17]=[CH:16][C:15]([F:18])=[CH:14][CH:13]=2)=O)=O)=[CH:4][CH:3]=1.[C:19]1([NH2:26])[CH:24]=[CH:23][CH:22]=[CH:21][C:20]=1[NH2:25].FC(F)(F)C(O)=O>C(Cl)(Cl)Cl>[F:1][C:2]1[CH:7]=[CH:6][C:5]([C:8]2[C:10]([C:12]3[CH:17]=[CH:16][C:15]([F:18])=[CH:14][CH:13]=3)=[N:26][C:19]3[C:20](=[CH:21][CH:22]=[CH:23][CH:24]=3)[N:25]=2)=[CH:4][CH:3]=1. Procedure details: For example, in synthetic route `A2` of FIG. 2, 4,4'-difluorobenzil, 1,2-phenylenediamine and chloroform are charged together in a reaction vessel and stirred. A catalytic amount of trifluoroacetic acid is added slowly and the reaction mixture heated to about 50° C. with continued stirring. After about 16 h, the mixture is cooled to provide 2,3-bis(4-fluorophenyl)quinoxaline after removal of the chloroform. Recrystallization results 2,3-bis(4-fluorophenyl)quinoxaline having a melting point of 12... The reactants are CCOC(=O)C(Cc1ccc(OCC(=O)N(CC)Cc2ccc(OC(F)(F)F)cc2)cc1)OCC, C1CCOC1, Cl, [Li+], [OH-]. The product is CCOC(Cc1ccc(OCC(=O)N(CC)Cc2ccc(OC(F)(F)F)cc2)cc1)C(=O)O. As a reaction SMILES: [CH2:1]([CH3:2])[O:3][C:4]([CH:5]([CH2:6][c:7]1[cH:8][cH:9][c:10]([O:13][CH2:14][C:15](=[O:16])[N:17]([CH2:18][c:19]2[cH:20][cH:21][c:22]([O:25][C:26]([F:27])([F:28])[F:29])[cH:23][cH:24]2)[CH2:30][CH3:31])[cH:11][cH:12]1)[O:32][CH2:33][CH3:34])=[O:35].[CH2:39]1[O:40][CH2:41][CH2:42][CH2:43]1.[ClH:38].[Li+:37].[OH-:36]>>[O:3]=[C:4]([CH:5]([CH2:6][c:7]1[cH:8][cH:9][c:10]([O:13][CH2:14][C:15](=[O:16])[N:17]([CH2:18][c:19]2[cH:20][cH:21][c:22]([O:25][C:26]([F:27])([F:28])[F:29])[cH:23][cH:24]2)[CH2:30][CH3:31])[cH:11][cH:12]1)[O:32][CH2:33][CH3:34])[OH:35].